From a dataset of the Open Reaction Database (ORD), a public repository of structured organic reaction records. describe an organic reaction: reactants, conditions, products, and yield Reactants: iron oxides, Cl (HCl), CSC1=CC(=C(C=C1)OC1=CC=C(C=C1)[N+](=O)[O-])C (4-(4-Nitrophenoxy)-3-methylphenyl methyl sulphide). The reagents and catalysts are [Fe] (iron), [Fe] (iron), [Fe] (iron). Run in C(C)O (ethanol). Reaction conditions: temperature 40 celsius, time 1.5 hour. Yields the product CSC1=CC(=C(C=C1)OC1=CC=C(C=C1)N)C (4-(4-Aminophenoxy)-3-methylphenyl methyl sulphide). As a reaction SMILES: [CH3:1][S:2][C:3]1[CH:8]=[CH:7][C:6]([O:9][C:10]2[CH:15]=[CH:14][C:13]([N+:16]([O-])=O)=[CH:12][CH:11]=2)=[C:5]([CH3:19])[CH:4]=1.Cl>C(O)C.[Fe]>[CH3:1][S:2][C:3]1[CH:8]=[CH:7][C:6]([O:9][C:10]2[CH:15]=[CH:14][C:13]([NH2:16])=[CH:12][CH:11]=2)=[C:5]([CH3:19])[CH:4]=1. Procedure details: 4-(4-Nitrophenoxy)-3-methylphenyl methyl sulphide (120 g, 0.437 M) in 1.5 L of 95% ethanol was placed in a 3 L round bottom flask equipped with a stirrer, a reflux condenser, and a nitrogen inlet and a dropping funnel. After 6 ml of concentrated aqueous HCl had been added, 295 g of iron powder (excess, electrolytic iron, Matheson & Co.) was added over approximately 10 min in a slow stream at initial temperature 45° C. Stirring was continued for 1.5 hrs and then the reaction mixture was heated on... The reactants are ClCC(Cl)(Cl)Cl, O, OCC1COc2ccccc2O1, BrP(Br)Br. Product: BrCC1COc2ccccc2O1. RXN SMILES: [Cl:18][CH2:19][C:20]([Cl:21])([Cl:22])[Cl:23].[OH2:17].[OH:5][CH2:6][CH:7]1[CH2:8][O:9][c:10]2[c:11]([cH:13][cH:14][cH:15][cH:16]2)[O:12]1.[P:1]([Br:2])([Br:3])[Br:4]>>[Br:2][CH2:6][CH:7]1[CH2:8][O:9][c:10]2[c:11]([cH:13][cH:14][cH:15][cH:16]2)[O:12]1. The reactants are COC1=CC=C(C(=O)NC2(CCOC=3C2=NC=CC3)C3=CC=C(C=C3)C(F)(F)F)C=C1 (4-methoxy-N-(4-(4-(trifluoromethyl)phenyl)-3,4-dihydro-2H-pyrano[3,2-b]pyridin-4-yl)benzamide), Cl (HCl). Conditions: temperature 150 celsius. Yields the product FC(C1=CC=C(C=C1)[C@]1(CCOC=2C1=NC=CC2)N)(F)F ((S)-4-(4-(trifluoromethyl)phenyl)-3,4-dihydro-2H-pyrano[3,2-b]pyridin-4-amine). Reaction SMILES: COC1C=CC(C([NH:9][C:10]2([C:20]3[CH:25]=[CH:24][C:23]([C:26]([F:29])([F:28])[F:27])=[CH:22][CH:21]=3)[C:15]3=[N:16][CH:17]=[CH:18][CH:19]=[C:14]3[O:13][CH2:12][CH2:11]2)=O)=CC=1.Cl>>[F:29][C:26]([F:27])([F:28])[C:23]1[CH:22]=[CH:21][C:20]([C@:10]2([NH2:9])[C:15]3=[N:16][CH:17]=[CH:18][CH:19]=[C:14]3[O:13][CH2:12][CH2:11]2)=[CH:25][CH:24]=1. Procedure: To a microwave vial with 4-methoxy-N-(4-(4-(trifluoromethyl)phenyl)-3,4-dihydro-2H-pyrano[3,2-b]pyridin-4-yl)benzamide (2 g, 4.67 mmol) was added HCl (5 M aqueous, 20 mL, 100 mmol). The vial was sealed and heated by microwave at 150° C. for 80 min. The reaction was then concentrated in vacuo and the residue dissolved in half saturated aqueous NaHCO3 (75 mL) and DCM (50 mL). The organic layer was separated, and the aqueous layer was extracted with DCM (2×50 mL). The combined organic layers were w... Starting materials: CCN=C=NCCCN(C)C (WSC), solution, N([C@@H](CC(C)C)C(=O)O)C(=O)OC(C)(C)C.O (Boc-Leu-OH.H2O), Cl (HCl), NCC(=O)OCC (H-Gly-OEt), C=1C=CC2=C(C1)N=NN2O (HOBT), Cl (hydrochloric acid). Solvent: ClCCl (dichloromethane). Run at time 42 hour. Product: N([C@@H](CC(C)C)C(=O)NCC(=O)OCC)C(=O)OC(C)(C)C (Boc-Leu-Gly-OEt). Isolated yield 56.6%. RXN SMILES: CCN=C=NCCCN(C)C.[NH:12]([C:21]([O:23][C:24]([CH3:27])([CH3:26])[CH3:25])=[O:22])[C@H:13]([C:18]([OH:20])=O)[CH2:14][CH:15]([CH3:17])[CH3:16].O.Cl.[NH2:30][CH2:31][C:32]([O:34][CH2:35][CH3:36])=[O:33].C1C=CC2N(O)N=NC=2C=1>ClCCl>[NH:12]([C:21]([O:23][C:24]([CH3:27])([CH3:26])[CH3:25])=[O:22])[C@H:13]([C:18]([NH:30][CH2:31][C:32]([O:34][CH2:35][CH3:36])=[O:33])=[O:20])[CH2:14][CH:15]([CH3:16])[CH3:17] |f:1.2|. Procedure: 9.10 Milliliters of WSC was gradually added to 100 ml of a solution of 12.47 g of Boc-Leu-OH.H2O, 6.98 g of HCl.H-Gly-OEt and 6.76 g of HOBT dissolved in dichloromethane, with ice-cooling. The mixture was stirred for 42 hours at room temperature. The reaction mixture was mixed with 100 ml of 1N hydrochloric acid, and the resulting precipitate was removed by filtration. The filtrate was washed with 100 ml of 1N hydrochloric acid, two 100-ml portions of a saturated aqueous sodium bicarbonate solut... Starting materials: C=CCC1C(N2C(=O)c3ccccc3C2=O)C(=O)N1C(C(=O)OCc1ccccc1)=C(C)C, ClCCl, CN(C)CCCN, CO. Product: C=CCC1C(N)C(=O)N1C(C(=O)OCc1ccccc1)=C(C)C. Reaction SMILES: [CH2:1]([CH:2]=[CH2:3])[CH:4]1[CH:5]([N:23]2[C:24](=[O:25])[c:26]3[cH:27][cH:28][cH:29][cH:30][c:31]3[C:32]2=[O:33])[C:6](=[O:22])[N:7]1[C:8]([C:9](=[O:10])[O:11][CH2:12][c:13]1[cH:14][cH:15][cH:16][cH:17][cH:18]1)=[C:19]([CH3:20])[CH3:21].[CH2:41]([Cl:42])[Cl:43].[CH3:34][N:35]([CH3:36])[CH2:37][CH2:38][CH2:39][NH2:40].[CH3:44][OH:45]>>[CH2:1]([CH:2]=[CH2:3])[CH:4]1[CH:5]([NH2:23])[C:6](=[O:22])[N:7]1[C:8]([C:9](=[O:10])[O:11][CH2:12][c:13]1[cH:14][cH:15][cH:16][cH:17][cH:18]1)=[C:19]([CH3:20])[CH3:21]. Reactants: B, O=C1CCN(Cc2ccccc2)CC1, CO, CC(=O)O, Nc1ccc2[nH]ncc2c1, [Na+], O=C([O-])O, c1ccncc1. The product is c1ccc(CN2CCC(Nc3ccc4[nH]ncc4c3)CC2)cc1. RXN SMILES: [BH3:31].[CH2:1]([c:2]1[cH:3][cH:4][cH:5][cH:6][cH:7]1)[N:8]1[CH2:9][CH2:10][C:11](=[O:14])[CH2:12][CH2:13]1.[CH3:37][OH:38].[CH3:39][C:40](=[O:41])[OH:42].[NH2:15][c:16]1[cH:17][c:18]2[cH:19][n:20][nH:21][c:22]2[cH:23][cH:24]1.[Na+:32].[OH:33][C:34](=[O:35])[O-:36].[n:25]1[cH:26][cH:27][cH:28][cH:29][cH:30]1>>[CH2:1]([c:2]1[cH:3][cH:4][cH:5][cH:6][cH:7]1)[N:8]1[CH2:9][CH2:10][CH:11]([NH:15][c:16]2[cH:17][c:18]3[cH:19][n:20][nH:21][c:22]3[cH:23][cH:24]2)[CH2:12][CH2:13]1.